The task is: describe an organic reaction: reactants, conditions, products, and yield. This data is from the Open Reaction Database (ORD), a public repository of structured organic reaction records. Starting materials: S1C(=CC=C1)C(=O)C=1C2=C(N=C(N1)C(=O)OCC)C=CS2 (ethyl 4-(2-thienylcarbonyl)thieno[3,2-d]pyrimidine-2-carboxylate), [OH-].[Na+] (NaOH), Cl (HCl). Solvent: O (water), CO (MeOH). Conditions: time 20 minute. Product: S1C(=CC=C1)C(=O)C=1C2=C(N=C(N1)C(=O)O)C=CS2 (4-(2-Thienylcarbonyl)thieno[3,2-d]pyrimidine-2-carboxylic acid). Yield: 49.6%. Reaction SMILES: [S:1]1[CH:5]=[CH:4][CH:3]=[C:2]1[C:6]([C:8]1[C:9]2[S:21][CH:20]=[CH:19][C:10]=2[N:11]=[C:12]([C:14]([O:16]CC)=[O:15])[N:13]=1)=[O:7].[OH-].[Na+].Cl>CO.O>[S:1]1[CH:5]=[CH:4][CH:3]=[C:2]1[C:6]([C:8]1[C:9]2[S:21][CH:20]=[CH:19][C:10]=2[N:11]=[C:12]([C:14]([OH:16])=[O:15])[N:13]=1)=[O:7] |f:1.2|. Reported procedure: A solution of ethyl 4-(2-thienylcarbonyl)thieno[3,2-d]pyrimidine-2-carboxylate (80 mg, 0.25 mmol) in MeOH (3 mL) was treated with 2M-NaOH (1 mL), stirred at room temperature for 20 min, acidified with 1M-HCl, diluted with water and filtered to give the title compound (36 mg, 50%) as a pale yellow solid.